This data is from the Open Reaction Database (ORD), a public repository of structured organic reaction records. The task is: describe an organic reaction: reactants, conditions, products, and yield The reactants are BrBr, ClC(Cl)Cl, Nc1ccc2ncsc2c1. Product: Nc1ccc2ncsc2c1Br. Reaction SMILES: [Br:11][Br:12].[Cl:13][CH:14]([Cl:15])[Cl:16].[s:1]1[cH:2][n:3][c:4]2[c:5]1[cH:6][c:7]([NH2:10])[cH:8][cH:9]2>>[s:1]1[cH:2][n:3][c:4]2[c:5]1[c:6]([Br:11])[c:7]([NH2:10])[cH:8][cH:9]2. Reactants: C(CCC)[Li] (n-butyllithium), BrC=1SC(=CC1)Cl (2-bromo-5-chlorothiophene), C(CCC)[Sn](CCCC)(CCCC)Cl (tributyltin chloride). Run in O1CCCC1 (tetrahydrofuran), O1CCCC1 (tetrahydrofuran). Conditions: temperature -80 celsius, time 1 hour. Yields the product ClC1=CC=C(S1)[Sn](CCCC)(CCCC)CCCC ((5-chlorothien-2-yl)tributyl tin). Yield: 98.1%. Reaction SMILES: Br[C:2]1[S:3][C:4]([Cl:7])=[CH:5][CH:6]=1.C([Li])CCC.[CH2:13]([Sn:17](Cl)([CH2:22][CH2:23][CH2:24][CH3:25])[CH2:18][CH2:19][CH2:20][CH3:21])[CH2:14][CH2:15][CH3:16]>O1CCCC1>[Cl:7][C:4]1[S:3][C:2]([Sn:17]([CH2:18][CH2:19][CH2:20][CH3:21])([CH2:22][CH2:23][CH2:24][CH3:25])[CH2:13][CH2:14][CH2:15][CH3:16])=[CH:6][CH:5]=1. Procedure details: A stirred solution of 5.1 mL (0.046 mole) of 2-bromo-5-chlorothiophene in 200 mL of tetrahydrofuran was cooled to -85° C., and 19.7 mL (0.049 mole) of n-butyllithium (0.049 mole-2.5M in hexanes) was added dropwise during a 15 minute period. The reaction mixture temperature was maintained at -85° C. to -80° C. throughout the addition. Upon completion of addition, the reaction mixture temperature was maintained at about -80° C. for one hour. After this time, a solution of 12.5 mL (0.046 mole) of t... Reactants: OC1=CC=C(C=C1)N1C(=CC2=CC=CC=C12)C1=CC=CC=C1 (1-(4-hydroxyphenyl)-2-phenylindole), C1(CCCCC1)NS(=O)(=O)O.N1(CCCC1)CCOC1=CC=C(C=C1)N1C(=CC2=CC=CC=C12)C1=CC=CC=C1 (1 -{4-[2-(1-pyrrolidyl)ethoxy]-phenyl}-2-phenylindole cyclohexane sulfamate), C1(CCCCC1)NS(=O)(=O)O (cyclohexanesulfamic acid), C[O-].[Na+] (sodium methoxide), ClCCN1CCCC1 (N-(2-chloroethyl)pyrrolidine). The solvent is CO (methyl alcohol), ClC1=CC=CC=C1 (chlorobenzene), ClC1=CC=CC=C1 (chlorobenzene), C(C)(C)O (isopropyl alcohol), CCOCC (ether), CC(=O)C (acetone). The product is N1(CCCC1)CCOC1=CC=C(C=C1)N1C(=CC2=CC=CC=C12)C1=CC=CC=C1 (1-{4-[2-(1-Pyrrolidyl)ethoxy]phenyl}-2-phenylindole). RXN SMILES: OC1C=CC(N2C3C(=CC=CC=3)C=C2C2C=CC=CC=2)=CC=1.C[O-].[Na+].ClCCN1CCCC1.C1(NS(O)(=O)=O)CCCCC1.C1(NS(O)(=O)=O)CCCCC1.[N:56]1([CH2:61][CH2:62][O:63][C:64]2[CH:69]=[CH:68][C:67]([N:70]3[C:78]4[C:73](=[CH:74][CH:75]=[CH:76][CH:77]=4)[CH:72]=[C:71]3[C:79]3[CH:84]=[CH:83][CH:82]=[CH:81][CH:80]=3)=[CH:66][CH:65]=2)[CH2:60][CH2:59][CH2:58][CH2:57]1>CC(C)=O.C(O)(C)C.CCOCC.ClC1C=CC=CC=1.CO>[N:56]1([CH2:61][CH2:62][O:63][C:64]2[CH:65]=[CH:66][C:67]([N:70]3[C:78]4[C:73](=[CH:74][CH:75]=[CH:76][CH:77]=4)[CH:72]=[C:71]3[C:79]3[CH:84]=[CH:83][CH:82]=[CH:81][CH:80]=3)=[CH:68][CH:69]=2)[CH2:57][CH2:58][CH2:59][CH2:60]1 |f:1.2,5.6|. Reported procedure: Following a procedure similar to that of Example 1E but using 28.53 g. of 1-(4-hydroxyphenyl)-2-phenylindole, 300 ml. of chlorobenzene, 5.5 g. of sodium methoxide in 50 ml. of dry methyl alcohol, and N-(2-chloroethyl)pyrrolidine in 100 ml. of chlorobenzene there was obtained 36 g. of crude product, a solution of 35 g. of which was dissolved in hot acetone, treated with a solution of 18 g. of cyclohexanesulfamic acid, diluted with 200 ml. of ether to give, on recrystallization from isopropyl alco... Reactants: C(C)C=1C=C(C=C2C=C(NC12)C(N)=S)OC=1C=NC(=CC1)S(=O)(=O)C (7-ethyl-5-{[6-(methylsulfonyl)pyridin-3-yl]oxy}-1H-indole-2-carbothioamide), C(C#CC)(=O)OCC (ethyl 2-butynoate), O1CCCC1 (tetrahydrofuran), C(CCC)P(CCCC)CCCC (tri-n-butylphosphine). Run in C1(=CC=CC=C1)C (toluene). Conditions: temperature 40 celsius, time 3 hour. The product is C(C)OC(CC1CN=C(S1)C=1NC2=C(C=C(C=C2C1)OC=1C=NC(=CC1)S(=O)(=O)C)CC)=O (Ethyl[2-(7-ethyl-5-{[6-(methylsulfonyl)pyridin-3-yl]oxy}-1H-indol-2-yl)-4,5-dihydro-1,3-thiazol-5-yl]acetate). Yield: 84.0%. RXN SMILES: [CH2:1]([C:3]1[CH:4]=[C:5]([O:15][C:16]2[CH:17]=[N:18][C:19]([S:22]([CH3:25])(=[O:24])=[O:23])=[CH:20][CH:21]=2)[CH:6]=[C:7]2[C:11]=1[NH:10][C:9]([C:12](=[S:14])[NH2:13])=[CH:8]2)[CH3:2].[C:26]([O:31][CH2:32][CH3:33])(=[O:30])[C:27]#[C:28][CH3:29].O1CCCC1.C(P(CCCC)CCCC)CCC>C1(C)C=CC=CC=1>[CH2:32]([O:31][C:26](=[O:30])[CH2:27][CH:28]1[S:14][C:12]([C:9]2[NH:10][C:11]3[C:7]([CH:8]=2)=[CH:6][C:5]([O:15][C:16]2[CH:17]=[N:18][C:19]([S:22]([CH3:25])(=[O:24])=[O:23])=[CH:20][CH:21]=2)=[CH:4][C:3]=3[CH2:1][CH3:2])=[N:13][CH2:29]1)[CH3:33]. Procedure: To a mixed solution of 7-ethyl-5-{[6-(methylsulfonyl)pyridin-3-yl]oxy}-1H-indole-2-carbothioamide (2.8 g), ethyl 2-butynoate (1.8 mL), tetrahydrofuran (40 mL), and toluene (60 mL), tri-n-butylphosphine (2.2 mL) was added under an argon atmosphere at room temperature, and the mixture was stirred at 40° C. for 3 hr. The reaction solution was concentrated under reduced pressure, and the obtained residue was subjected to silica gel column chromatography (ethyl acetate:hexane=25:75 to 60:40, volume r... Reported procedure: In a similar manner to that of Example 1(e), by reaction of 3.69 g (11.0 mmol) of 2-((E)-2-iodovinyl)-5,4'-dimethylbiphenyl obtained in Example 13(f) with 1.60 g (10.0 mmol) of methyl 4-ethynylbenzoate, 1.00 g (27%) of the expected compound is obtained in the form of a white powder with a melting point of 123-125° C. The reactants are I/C=C/C1=C(C=C(C=C1)C)C1=CC=C(C=C1)C (2-((E)-2-iodovinyl)-5,4'-dimethylbiphenyl), C(#C)C1=CC=C(C(=O)OC)C=C1 (methyl 4-ethynylbenzoate). As a reaction SMILES: I/[CH:2]=[CH:3]/[C:4]1[CH:9]=[CH:8][C:7]([CH3:10])=[CH:6][C:5]=1[C:11]1[CH:16]=[CH:15][C:14]([CH3:17])=[CH:13][CH:12]=1.[C:18]([C:20]1[CH:29]=[CH:28][C:23]([C:24]([O:26]C)=[O:25])=[CH:22][CH:21]=1)#[CH:19]>>[CH3:10][C:7]1[CH:8]=[CH:9][C:4]([CH:3]=[CH:2][C:19]#[C:18][C:20]2[CH:29]=[CH:28][C:23]([C:24]([OH:26])=[O:25])=[CH:22][CH:21]=2)=[C:5]([C:11]2[CH:16]=[CH:15][C:14]([CH3:17])=[CH:13][CH:12]=2)[CH:6]=1. Yields the product CC=1C=CC(=C(C1)C1=CC=C(C=C1)C)C=CC#CC1=CC=C(C(=O)O)C=C1 (4-[4-(5,4'-Dimethylbiphenyl-2-yl)but-3-en-1-ynyl]benzoic acid). Isolated yield 28.4%. Reactants: O=C([O-])[O-], COc1ccc(B(O)O)cc1, Cc1ccccc1, CCO, CCc1[nH]n(-c2c(Cl)cc(Cl)cc2Cl)c2nc(Cc3ccc(Br)cc3)nc(=O)c1-2, [Na+], [Na+], O, c1ccc(P(c2ccccc2)(c2ccccc2)[Pd](P(c2ccccc2)(c2ccccc2)c2ccccc2)(P(c2ccccc2)(c2ccccc2)c2ccccc2)P(c2ccccc2)(c2ccccc2)c2ccccc2)cc1. Product: CCc1[nH]n(-c2c(Cl)cc(Cl)cc2Cl)c2nc(Cc3ccc(-c4ccc(OC)cc4)cc3)nc(=O)c1-2. Reaction SMILES: [C:41](=[O:42])([O-:43])[O-:44].[CH3:30][O:31][c:32]1[cH:33][cH:34][c:35]([B:38]([OH:39])[OH:40])[cH:36][cH:37]1.[CH3:48][c:49]1[cH:50][cH:51][cH:52][cH:53][cH:54]1.[CH3:55][CH2:56][OH:57].[Cl:1][c:2]1[c:3](-[n:10]2[nH:11][c:12]([CH2:28][CH3:29])[c:13]3[c:18](=[O:19])[n:17][c:16]([CH2:20][c:21]4[cH:22][cH:23][c:24]([Br:27])[cH:25][cH:26]4)[n:15][c:14]2-3)[c:4]([Cl:9])[cH:5][c:6]([Cl:8])[cH:7]1.[Na+:45].[Na+:46].[OH2:47].[cH:58]1[cH:59][cH:60][c:61]([P:62]([Pd:63]([P:64]([c:65]2[cH:66][cH:67][cH:68][cH:69][cH:70]2)([c:71]2[cH:72][cH:73][cH:74][cH:75][cH:76]2)[c:77]2[cH:78][cH:79][cH:80][cH:81][cH:82]2)([P:83]([c:84]2[cH:85][cH:86][cH:87][cH:88][cH:89]2)([c:90]2[cH:91][cH:92][cH:93][cH:94][cH:95]2)[c:96]2[cH:97][cH:98][cH:99][cH:100][cH:101]2)[P:102]([c:103]2[cH:104][cH:105][cH:106][cH:107][cH:108]2)([c:109]2[cH:110][cH:111][cH:112][cH:113][cH:114]2)[c:115]2[cH:116][cH:117][cH:118][cH:119][cH:120]2)([c:121]2[cH:122][cH:123][cH:124][cH:125][cH:126]2)[c:127]2[cH:128][cH:129][cH:130][cH:131][cH:132]2)[cH:133][cH:134]1>>[Cl:1][c:2]1[c:3](-[n:10]2[nH:11][c:12]([CH2:28][CH3:29])[c:13]3[c:18](=[O:19])[n:17][c:16]([CH2:20][c:21]4[cH:22][cH:23][c:24](-[c:35]5[cH:34][cH:33][c:32]([O:31][CH3:30])[cH:37][cH:36]5)[cH:25][cH:26]4)[n:15][c:14]2-3)[c:4]([Cl:9])[cH:5][c:6]([Cl:8])[cH:7]1.